Dataset: the Open Reaction Database (ORD), a public repository of structured organic reaction records. Task: describe an organic reaction: reactants, conditions, products, and yield Starting materials: poly(ethylene glycol)diacrylate, FC(S(=O)(=O)[O-])(F)F.[Li+] (lithium trifluoromethanesulfonate), COC(C(=O)C1=CC=CC=C1)(C1=CC=CC=C1)OC (dimethoxyphenylacetophenone), C1(OCC(C)O1)=O (propylene carbonate). Procedure: Polymer Electrolyte: Five grams (g) of propylene carbonate, 5 g of poly(ethylene glycol)diacrylate (Mn=700), 1 g of lithium trifluoromethanesulfonate (“Litrif”), and 17.5 milligrams (mg) of dimethoxyphenylacetophenone (“DMPAP”) were added together and sonicated for 15 minutes until dissolved. The electrolyte is a colorless to light yellow liquid before UV exposure and a transparent gel afterwards. All chemicals were purchased from Sigma-Aldrich and used as received. The product is C1COC2=CSC=C2O1 (EDOT). RXN SMILES: F[C:2](F)(F)[S:3]([O-])(=O)=O.[Li+].CO[C:12]([O:27][CH3:28])([C:21]1C=CC=CC=1)[C:13](C1C=CC=CC=1)=[O:14].[C:29]1(=O)OC(C)CO1>>[CH2:29]1[O:14][C:13]2[C:12](=[CH:21][S:3][CH:2]=2)[O:27][CH2:28]1 |f:0.1|. Starting materials: CC(C)(C)OC(=O)N1CC(CCC2CCCCC2)OCC1COCc1ccccc1, CCO, [OH-], [OH-], [Pd+2]. Yields the product CC(C)(C)OC(=O)N1CC(CCC2CCCCC2)OCC1CO. Reaction SMILES: [C:1]([CH3:2])([CH3:3])([CH3:4])[O:5][C:6](=[O:7])[N:8]1[CH2:9][CH:10]([CH2:23][CH2:24][CH:25]2[CH2:26][CH2:27][CH2:28][CH2:29][CH2:30]2)[O:11][CH2:12][CH:13]1[CH2:14][O:15][CH2:16][c:17]1[cH:18][cH:19][cH:20][cH:21][cH:22]1.[CH3:31][CH2:32][OH:33].[OH-:34].[OH-:36].[Pd+2:35]>>[C:1]([CH3:2])([CH3:3])([CH3:4])[O:5][C:6](=[O:7])[N:8]1[CH2:9][CH:10]([CH2:23][CH2:24][CH:25]2[CH2:26][CH2:27][CH2:28][CH2:29][CH2:30]2)[O:11][CH2:12][CH:13]1[CH2:14][OH:15]. Reactants: N1(C(CC(CC1)=O)=O)N1CCCCC1 ([1,1′]-Bipiperidinyl-2,4-dione), ClC1=C(C=CC(=C1)F)N (2-chloro-4-fluorophenylamine). The solvent is C1(=CC=CC=C1)C (toluene), C1(=CC=CC=C1)C (toluene). Conditions: temperature 110 celsius. Yields the product ClC1=C(C=CC(=C1)F)NC1=CC(N(CC1)N1CCCCC1)=O (4-(2-Chloro-4-fluorophenylamino)-5,6,3′,4′,5′,6′-hexahydro-2′H-[1,1′]bipyridinyl-2-one). Isolated yield 54.6%. Reaction SMILES: [N:1]1([N:9]2[CH2:14][CH2:13][CH2:12][CH2:11][CH2:10]2)[CH2:6][CH2:5][C:4](=O)[CH2:3][C:2]1=[O:8].[Cl:15][C:16]1[CH:21]=[C:20]([F:22])[CH:19]=[CH:18][C:17]=1[NH2:23]>C1(C)C=CC=CC=1>[Cl:15][C:16]1[CH:21]=[C:20]([F:22])[CH:19]=[CH:18][C:17]=1[NH:23][C:4]1[CH2:5][CH2:6][N:1]([N:9]2[CH2:14][CH2:13][CH2:12][CH2:11][CH2:10]2)[C:2](=[O:8])[CH:3]=1. Procedure: [1,1′]-Bipiperidinyl-2,4-dione (2.00 g, 10.19 mmol) was dissolved in toluene (8 ml) and 2-chloro-4-fluorophenylamine (1.78 g, 12.23 mmol) was added. More toluene (5 ml) was added. The reaction mixture was boiled under reflux at 110° C. for 17 h then allowed to cool. When the reaction mixture reached rt the product precipitated and it was collected by filtration to yield a beige solid (1.80 g, 55%). The reactants are ClCCl, CC(=O)[O-], CC1(C)CCCC(C)(C)N1O, CC1(C)C(=O)N(Cl)C(=O)N1Cl, [Na+], OCc1ccccc1. Yields the product O=Cc1ccccc1. As a reaction SMILES: [CH2:36]([Cl:37])[Cl:38].[CH3:13][C:14](=[O:15])[O-:16].[CH3:25][C:26]1([CH3:35])[N:27]([O:28])[C:29]([CH3:30])([CH3:31])[CH2:32][CH2:33][CH2:34]1.[Cl:1][N:2]1[C:3]([CH3:4])([CH3:5])[C:6](=[O:7])[N:8]([Cl:9])[C:10]1=[O:11].[Na+:12].[OH:17][CH2:18][c:19]1[cH:20][cH:21][cH:22][cH:23][cH:24]1>>[O:17]=[CH:18][c:19]1[cH:20][cH:21][cH:22][cH:23][cH:24]1. The reactants are COC([C@H](CC1=CC(=C(C=C1)OCCCOC1=CC=C(C=C1)C(C1=CC=CC=C1)=O)Cl)OCC)=O ((S)-3-{4-[3-(4-benzoyl-phenoxy)-propoxy]-3-chloro-phenyl}-2-ethoxy-propionic acid methyl ester), [Li+].[OH-] (LiOH). Yields the product C(C1=CC=CC=C1)(=O)C1=CC=C(OCCCOC2=C(C=C(C=C2)C[C@@H](C(=O)O)OCC)Cl)C=C1 ((2S)-3-{4-[3-(4-benzoyl-phenoxy)-propoxy]-3-chloro-phenyl}-2-ethoxy-propionic acid). As a reaction SMILES: C[O:2][C:3](=[O:35])[C@@H:4]([O:32][CH2:33][CH3:34])[CH2:5][C:6]1[CH:11]=[CH:10][C:9]([O:12][CH2:13][CH2:14][CH2:15][O:16][C:17]2[CH:22]=[CH:21][C:20]([C:23](=[O:30])[C:24]3[CH:29]=[CH:28][CH:27]=[CH:26][CH:25]=3)=[CH:19][CH:18]=2)=[C:8]([Cl:31])[CH:7]=1.[Li+].[OH-]>>[C:23]([C:20]1[CH:19]=[CH:18][C:17]([O:16][CH2:15][CH2:14][CH2:13][O:12][C:9]2[CH:10]=[CH:11][C:6]([CH2:5][C@H:4]([O:32][CH2:33][CH3:34])[C:3]([OH:35])=[O:2])=[CH:7][C:8]=2[Cl:31])=[CH:22][CH:21]=1)(=[O:30])[C:24]1[CH:25]=[CH:26][CH:27]=[CH:28][CH:29]=1 |f:1.2|. Procedure: The title compound was prepared from (S)-3-{4-[3-(4-benzoyl-phenoxy)-propoxy]-3-chloro-phenyl}-2-ethoxy-propionic acid methyl ester by the standard hydrolysis procedure C (LiOH). 1H-NMR (200.15 MHz, CDCl3): δ 7.82–7.72 (m, 4H), 7.56–7.43 (m, 3H), 7.07 (dd, 1H, J=8.8, 2.0), 6.97 (d, 2H, J=8.9), 6.86 (d, 2H, J=8.3), 4.31 (t, 2H, J=6.0), 4.21 (t, 2H, J=6.0), 4.10–4.02 (m, 1H), 3.66–3.44 (m, 2H), 3.10–2.87 (m, 2H), 2.33 (qn, 2H, J=6.2), 1.20 (t, 3H, J=7.0).